This data is from the Open Reaction Database (ORD), a public repository of structured organic reaction records. The task is: describe an organic reaction: reactants, conditions, products, and yield Starting materials: O1COC2=C1C=CC(=C2)C2(CC2)C(=O)NC2=NC=C(C=C2)C(C2=C(C=CC=C2)OC)O (1-(benzo[d][1,3]dioxol-5-yl)-N-(5-(hydroxy(2-methoxyphenyl)methyl)pyridin-2-yl)cyclopropanecarboxamide), CN(CCO)C (2-(dimethylamino)ethanol), O1COC2=C1C=CC(=C2)C2(CC2)C(=O)NC2=NC=C(C=C2)C(C2=C(C=CC=C2)OC)OCC(C)O (1-(benzo[d][1,3]dioxol-5-yl)-N-(5-((2-hydroxypropoxy)(2-methoxyphenyl)methyl)pyridin-2-yl)cyclopropanecarboxamide). Yields the product O1COC2=C1C=CC(=C2)C2(CC2)C(=O)NC2=NC=C(C=C2)C(C2=C(C=CC=C2)OC)OCCN(C)C (1-(Benzo[d][1,3]dioxol-5-yl)-N-(5-((2-(dimethylamino)ethoxy)(2-methoxyphenyl)methyl)pyridin-2-yl)cyclopropanecarboxamide). Reaction SMILES: [O:1]1[C:5]2[CH:6]=[CH:7][C:8]([C:10]3([C:13]([NH:15][C:16]4[CH:21]=[CH:20][C:19]([CH:22]([OH:31])[C:23]5[CH:28]=[CH:27][CH:26]=[CH:25][C:24]=5[O:29][CH3:30])=[CH:18][N:17]=4)=[O:14])[CH2:12][CH2:11]3)=[CH:9][C:4]=2[O:3][CH2:2]1.[CH3:32][N:33]([CH3:37])[CH2:34][CH2:35]O.O1C2C=CC(C3(C(NC4C=CC(C(OCC(O)C)C5C=CC=CC=5OC)=CN=4)=O)CC3)=CC=2OC1>>[O:1]1[C:5]2[CH:6]=[CH:7][C:8]([C:10]3([C:13]([NH:15][C:16]4[CH:21]=[CH:20][C:19]([CH:22]([O:31][CH2:35][CH2:34][N:33]([CH3:37])[CH3:32])[C:23]5[CH:28]=[CH:27][CH:26]=[CH:25][C:24]=5[O:29][CH3:30])=[CH:18][N:17]=4)=[O:14])[CH2:12][CH2:11]3)=[CH:9][C:4]=2[O:3][CH2:2]1. Procedure details: 1-(Benzo[d][1,3]dioxol-5-yl)-N-(5-((2-(dimethylamino)ethoxy)(2-methoxyphenyl)methyl)pyridin-2-yl)cyclopropanecarboxamide was prepared from 1-(benzo[d][1,3]dioxol-5-yl)-N-(5-(hydroxy(2-methoxyphenyl)methyl)pyridin-2-yl)cyclopropanecarboxamide and 2-(dimethylamino)ethanol in a manner analogous to that of 1-(benzo[d][1,3]dioxol-5-yl)-N-(5-((2-hydroxypropoxy)(2-methoxyphenyl)methyl)pyridin-2-yl)cyclopropanecarboxamide. The product is ClCC(CC(=O)OCC1=CC=C(C=C1)[N+](=O)[O-])=O (p-nitrobenzyl γ-chloroacetoacetate). Starting materials: N1=CC=CC=C1 (pyridine), [N+](=O)([O-])C1=CC=C(CO)C=C1 (p-nitrobenzyl alcohol), ClCC(CC(=O)Cl)=O (γ-chloroacetoacetyl chloride). The solvent is C(Cl)Cl (methylene chloride), C(Cl)Cl (methylene chloride). Conditions: time 30 minute. Procedure: After 191.2 g (1.25 mol) of p-nitrobenzyl alcohol is dissolved in 250 ml of methylene chloride, 98.8 g of pyridine is added, and the mixture is cooled to -5° to 0° C. A solution of 193.75 g (1.25 mol) of γ-chloroacetoacetyl chloride (γ-CAC) in 431 ml of methylene chloride is added at the same temperature over an hour and, after completion of the addition, the mixture is stirred for 30 minutes. The resulting pyridine hydrochloride is filtered off. The filtrate and washings are combined and washed... Reaction SMILES: [N+:1]([C:4]1[CH:11]=[CH:10][C:7]([CH2:8][OH:9])=[CH:6][CH:5]=1)([O-:3])=[O:2].N1C=CC=CC=1.[Cl:18][CH2:19][C:20](=[O:25])[CH2:21][C:22](Cl)=[O:23]>C(Cl)Cl>[Cl:18][CH2:19][C:20](=[O:25])[CH2:21][C:22]([O:9][CH2:8][C:7]1[CH:6]=[CH:5][C:4]([N+:1]([O-:3])=[O:2])=[CH:11][CH:10]=1)=[O:23]. The yield is 104.3%. Reactants: ClC1=CC(=CC=C1)C(=O)OO (m-chloroperbenzoic acid), CN(C(=O)NC1=CC(=C(C=C1)Cl)Cl)SC(C)(C)C (N-methyl-N-tert.-butylthio-N'-(3,4-dichlorophenyl)-urea). The solvent is C(Cl)Cl (methylene chloride), C(Cl)Cl (methylene chloride). Conditions: temperature 0 celsius, time 20 minute. The product is CN(C(=O)NC1=CC(=C(C=C1)Cl)Cl)S(=O)C(C)(C)C (N-methyl-N-tert.-butylsulfinyl-N'-(3,4-dichlorophenyl)-urea). The yield is 85.0%. Reaction SMILES: ClC1C=CC=C(C(OO)=[O:9])C=1.[CH3:12][N:13]([S:25][C:26]([CH3:29])([CH3:28])[CH3:27])[C:14]([NH:16][C:17]1[CH:22]=[CH:21][C:20]([Cl:23])=[C:19]([Cl:24])[CH:18]=1)=[O:15]>C(Cl)Cl>[CH3:12][N:13]([S:25]([C:26]([CH3:29])([CH3:28])[CH3:27])=[O:9])[C:14]([NH:16][C:17]1[CH:22]=[CH:21][C:20]([Cl:23])=[C:19]([Cl:24])[CH:18]=1)=[O:15]. Procedure: 4.3 g of 80% m-chloroperbenzoic acid dissolved in 50 ml of methylene chloride were added dropwise to a solution of 6.15 g of N-methyl-N-tert.-butylthio-N'-(3,4-dichlorophenyl)-urea in 60 ml of methylene chloride cooled to 0° C. and after stirring the mixture at 0° C. for 20 minutes, the insolubles were removed by filtration. The organic phase was washed with an aqueous saturated solution of sodium bicarbonate, then with water and dried. The solvent was distilled off under reduced pressure and th... Procedure: To the solution of 2-fluoro-3-iodo-4-methylbenzoic acid (450 mg, 1.6 mmol, 1.0 eq) in methanol (5 ml), catalytic amount of conc.HCl (0.1 ml) was added. The resultant solution was heated to reflux at 80° C. for overnight. Methanol was evaporated. To this residue, water was added and the aqueous layer was extracted thrice with ethyl acetate. The combined ethyl acetate extracts were dried over sodium sulphate, filtered and evaporated to afford methyl 2-fluoro-3-iodo-4-methylbenzoate. Yield: 450 mg ... The reactants are FC1=C(C(=O)O)C=CC(=C1I)C (2-fluoro-3-iodo-4-methylbenzoic acid), CO (methanol), Cl (HCl), resultant solution. Reaction SMILES: [F:1][C:2]1[C:10]([I:11])=[C:9]([CH3:12])[CH:8]=[CH:7][C:3]=1[C:4]([OH:6])=[O:5].Cl.[CH3:14]O>>[F:1][C:2]1[C:10]([I:11])=[C:9]([CH3:12])[CH:8]=[CH:7][C:3]=1[C:4]([O:6][CH3:14])=[O:5]. Product: FC1=C(C(=O)OC)C=CC(=C1I)C (methyl 2-fluoro-3-iodo-4-methylbenzoate). Conditions: temperature 80 celsius. The reactants are CC(C)(C)OC(=O)N1CCN(C(=O)OC(C)(C)C)C2CN(Cc3ccccc3)CC21, CO, O=C[O-], [NH4+]. Yields the product CC(C)(C)OC(=O)N1CCN(C(=O)OC(C)(C)C)C2CNCC21. RXN SMILES: [CH2:1]([c:2]1[cH:3][cH:4][cH:5][cH:6][cH:7]1)[N:8]1[CH2:9][CH:10]2[N:11]([C:24](=[O:25])[O:26][C:27]([CH3:28])([CH3:29])[CH3:30])[CH2:12][CH2:13][N:14]([C:17](=[O:18])[O:19][C:20]([CH3:21])([CH3:22])[CH3:23])[CH:15]2[CH2:16]1.[CH3:35][OH:36].[CH:31]([O-:32])=[O:33].[NH4+:34]>>[NH:8]1[CH2:9][CH:10]2[N:11]([C:24](=[O:25])[O:26][C:27]([CH3:28])([CH3:29])[CH3:30])[CH2:12][CH2:13][N:14]([C:17](=[O:18])[O:19][C:20]([CH3:21])([CH3:22])[CH3:23])[CH:15]2[CH2:16]1. Reactants: S1CCC(CC1)C=CC(=O)OCC (ethyl 3-(4-thianyl)acrylate). Reagents/catalysts: [C].[Pd] (palladium-carbon). Solvent: C(C)O (ethanol). Conditions: time 20 minute. Yields the product S1CCC(CC1)CCC(=O)OCC (ethyl 3-(4-thianyl)propionate). Isolated yield 90.1%. Reaction SMILES: [S:1]1[CH2:6][CH2:5][CH:4]([CH:7]=[CH:8][C:9]([O:11][CH2:12][CH3:13])=[O:10])[CH2:3][CH2:2]1>C(O)C.[C].[Pd]>[S:1]1[CH2:6][CH2:5][CH:4]([CH2:7][CH2:8][C:9]([O:11][CH2:12][CH3:13])=[O:10])[CH2:3][CH2:2]1 |f:2.3|. Procedure: A solution of ethyl 3-(4-thianyl)acrylate (10 g) in ethanol (150 ml) is hydrogenated over 10% palladium-carbon (9 g, 50% wet) under atmospheric pressure. After the mixture is stirred for 20 minutes at room temperature and then for 8 hours at 50° C., the catalyst is removed by filtration. To the filtrate 10% palladium carbon (9 g, 50% wet) is added and the mixture is hydrogenated at 50° C. for 1 day. After the catalyst is removed by filtration, the filtrate is evaporated in vacuo to give ethyl 3-... Reactants: COC1=CC(=NC=C1)CCC1=NC=2C(=NC=C(C2)I)N1 (2-[2-(4-methoxypyridin-2-yl)ethyl]-6iodo-3H-imidazo[4,5-b]pyridine), COC1=CC(=NC=C1)CCC1=NC=2C(=NC=C(C2)I)N1 (2-[2-(4-methoxypyridin-2-yl)ethyl]-6iodo-3H-imidazo[4,5-b]pyridine), C([O-])([O-])=O.[K+].[K+] (potassium carbonate), [Cl-].[Li+] (lithium chloride), C1(=CC=C(C=C1)NS(=O)(=O)C1=CC=C(C=C1)Br)C (N-p-tolyl-4-bromobenzenesulfonamide), bis-(pinacolato)-diboron, [1,1′-is(diphenylphosphino)-ferrocene]palladium-dichloride, C(C)(=O)[O-].[K+] (potassium acetate). The reagents and catalysts are [Pd].C1(=CC=CC=C1)P(C1=CC=CC=C1)C1=CC=CC=C1.C1(=CC=CC=C1)P(C1=CC=CC=C1)C1=CC=CC=C1.C1(=CC=CC=C1)P(C1=CC=CC=C1)C1=CC=CC=C1.C1(=CC=CC=C1)P(C1=CC=CC=C1)C1=CC=CC=C1 (tetrakis(triphenylphosphine)-palladium(0)), C1(=CC=CC=C1)P([C-]1C=CC=C1)C1=CC=CC=C1.[C-]1(C=CC=C1)P(C1=CC=CC=C1)C1=CC=CC=C1.[Fe+2] (1,1′-bis-(diphenylphosphino)-ferrocene). Solvent: O (water), O (water), O1CCOCC1 (dioxane), O1CCOCC1 (dioxane). Conditions: temperature 90 celsius. The product is COC1=CC(=NC=C1)CCC1=NC=2C(=NC=C(C2)C2=CC=C(C=C2)S(=O)(=O)NC2=CC=C(C=C2)C)N1 (4-{2-[2-(4-Methoxypyridin-2-yl)ethyl]-3H-imidazo[4,5-b]pyridin-6-yl}-N-p-tolyl-benzenesulfonamide). Isolated yield 45.1%. RXN SMILES: [C:1]1([CH3:18])[CH:6]=[CH:5][C:4]([NH:7][S:8]([C:11]2[CH:16]=[CH:15][C:14](Br)=[CH:13][CH:12]=2)(=[O:10])=[O:9])=[CH:3][CH:2]=1.C([O-])(=O)C.[K+].[CH3:24][O:25][C:26]1[CH:31]=[CH:30][N:29]=[C:28]([CH2:32][CH2:33][C:34]2[NH:43][C:37]3=[N:38][CH:39]=[C:40](I)[CH:41]=[C:36]3[N:35]=2)[CH:27]=1.C(=O)([O-])[O-].[K+].[K+].[Cl-].[Li+]>O1CCOCC1.O.C1(P(C2C=CC=CC=2)[C-]2C=CC=C2)C=CC=CC=1.[C-]1(P(C2C=CC=CC=2)C2C=CC=CC=2)C=CC=C1.[Fe+2].[Pd].C1(P(C2C=CC=CC=2)C2C=CC=CC=2)C=CC=CC=1.C1(P(C2C=CC=CC=2)C2C=CC=CC=2)C=CC=CC=1.C1(P(C2C=CC=CC=2)C2C=CC=CC=2)C=CC=CC=1.C1(P(C2C=CC=CC=2)C2C=CC=CC=2)C=CC=CC=1>[CH3:24][O:25][C:26]1[CH:31]=[CH:30][N:29]=[C:28]([CH2:32][CH2:33][C:34]2[NH:43][C:37]3=[N:38][CH:39]=[C:40]([C:14]4[CH:15]=[CH:16][C:11]([S:8]([NH:7][C:4]5[CH:5]=[CH:6][C:1]([CH3:18])=[CH:2][CH:3]=5)(=[O:10])=[O:9])=[CH:12][CH:13]=4)[CH:41]=[C:36]3[N:35]=2)[CH:27]=1 |f:1.2,4.5.6,7.8,11.12.13,14.15.16.17.18|. Procedure: A mixture of 0.489 g of N-p-tolyl-4-bromobenzenesulfonamide, 0.42 g of bis-(pinacolato)-diboron, 0.025 g of 1,1′-bis-(diphenylphosphino)-ferrocene, 0.033 g of [1,1′-is(diphenylphosphino)-ferrocene]palladium-dichloride (complex with CH2Cl2), 0.442 g of potassium acetate in 6 ml of degassed dioxane are heated to 90° C. in a sealed tube under N2for 17 hours. To the resulting mixture 5 ml of degassed dioxane, 0.371 g of 2-[2-(4methoxypyridin-2-yl)ethyl]-6-iodo-3H-imidazo[4,5-b]pyridine (starting mat... The reactants are [H-].[Na+] (NaH), [OH-].[K+] (KOH), Cl (HCl), N1C=C(C2=CC=CC=C12)CC#N (indole-3-acetonitrile), BrCCCOC(C)=O (3-bromopropylacetate). Run in CCOC(=O)C (EtOAc), CN(C)C=O (DMF), CCOC(=O)C (EtOAc), CN(C)C=O (DMF), C(C)(C)(C)O (t- butanol). Reaction conditions: temperature 0 celsius, time 30 minute. The product is OCCCC=1NC2=CC=CC=C2C1CC(=O)N (hydroxypropyl indole-3-acetamide). Yield: 60.0%. As a reaction SMILES: [H-].[Na+].[NH:3]1[C:11]2[C:6](=[CH:7][CH:8]=[CH:9][CH:10]=2)[C:5]([CH2:12][C:13]#[N:14])=[CH:4]1.Br[CH2:16][CH2:17][CH2:18][O:19]C(=O)C.[OH-:23].[K+].Cl>CN(C=O)C.CCOC(C)=O.C(O)(C)(C)C>[OH:19][CH2:18][CH2:17][CH2:16][C:4]1[NH:3][C:11]2[C:6]([C:5]=1[CH2:12][C:13]([NH2:14])=[O:23])=[CH:7][CH:8]=[CH:9][CH:10]=2 |f:0.1,4.5|. Procedure: To a solution of NaH (3.59 g, 89.6 mmol) in DMF (20 mL) cooled to 0° C. was added a solution of indole-3-acetonitrile (10.0 g, 64.0 mmol) in DMF (80 mL) and the mixture was allowed to come to rt and stir for 30 min, becoming dark brown. It was cooled back to 0° C. and 3-bromopropylacetate (89.6 mmol) was added by syringe, slowly to control foaming. The reaction was stirred vigorously at rt for 4 h and then diluted with EtOAc and quenched with a 0.5 M solution of HCl. The organic layer was washed... Isolated yield 109.1%. Reported procedure: 295 mg of rac-(1R*,2R*,4R*)-(2-hydroxy-5-phenyl-bicyclo[2.2.2]oct-5-en-2-yl)-acetic acid tert.-butyl ester (intermediate K1A, major racemate) were dissolved in 6 mL THF and cooled to −15° C. To this solution were added dropwise 1.65 mL of a LiAlH4 solution (2.3M in THF). After complete addition the reaction mixture was allowed to warm to 0° C. over 3 h. Under cooling 1M aq. NaOH was added dropwise. The mixture was diluted with THF, filtrated over a pad of celite, washed with THF, EtOAc. The filt... RXN SMILES: C([O:5][C:6](=O)[CH2:7][C:8]1([OH:22])[CH2:13][CH:12]2[CH2:14][CH2:15][CH:9]1[CH:10]=[C:11]2[C:16]1[CH:21]=[CH:20][CH:19]=[CH:18][CH:17]=1)(C)(C)C.[H-].[H-].[H-].[H-].[Li+].[Al+3].[OH-].[Na+]>C1COCC1>[OH:5][CH2:6][CH2:7][C:8]1([OH:22])[CH2:13][CH:12]2[CH2:14][CH2:15][CH:9]1[CH:10]=[C:11]2[C:16]1[CH:17]=[CH:18][CH:19]=[CH:20][CH:21]=1 |f:1.2.3.4.5.6,7.8|. Reaction conditions: temperature -15 celsius. Starting materials: [H-].[H-].[H-].[H-].[Li+].[Al+3] (LiAlH4), C(C)(C)(C)OC(CC1(C2C=C(C(C1)CC2)C2=CC=CC=C2)O)=O (rac-(1R*,2R*,4R*)-(2-hydroxy-5-phenyl-bicyclo[2.2.2]oct-5-en-2-yl)-acetic acid tert.-butyl ester), [OH-].[Na+] (NaOH). Yields the product OCCC1(C2C=C(C(C1)CC2)C2=CC=CC=C2)O (rac-(1R*,2R*,4R*)-2-(2-hydroxy-ethyl)-5-phenyl-bicyclo[2.2.2]oct-5-en-2-ol). Run in C1CCOC1 (THF), C1CCOC1 (THF).